Dataset: the Open Reaction Database (ORD), a public repository of structured organic reaction records. Task: describe an organic reaction: reactants, conditions, products, and yield The reactants are C(=O)(O)C(CC(=O)O)(CC(CCCCCCC1=C(C=C(C=C1)Cl)Cl)O)O (3-carboxy-11-(2,4-dichlorophenyl)-3,5-dihydroxyundecanoic acid), [Na][Na] (disodium), Cl (HCl). The solvent is O1CCCC1 (tetrahydrofuran). Conditions: temperature 60 celsius. Yields the product C(=O)(O)CC1(C(OC(C1)CCCCCCC1=C(C=C(C=C1)Cl)Cl)=O)O (3-Carboxymethyl-5-[6-(2,4-dichlorophenyl)hexyl]3 -hydroxytetrahydrofuran-2-one). Isolated yield 90.0%. As a reaction SMILES: [C:1]([C:4]([OH:26])([CH2:9][CH:10]([OH:25])[CH2:11][CH2:12][CH2:13][CH2:14][CH2:15][CH2:16][C:17]1[CH:22]=[CH:21][C:20]([Cl:23])=[CH:19][C:18]=1[Cl:24])[CH2:5][C:6]([OH:8])=[O:7])(O)=[O:2].[Na][Na].Cl>O1CCCC1>[C:6]([CH2:5][C:4]1([OH:26])[CH2:9][CH:10]([CH2:11][CH2:12][CH2:13][CH2:14][CH2:15][CH2:16][C:17]2[CH:22]=[CH:21][C:20]([Cl:23])=[CH:19][C:18]=2[Cl:24])[O:25][C:1]1=[O:2])([OH:8])=[O:7]. Procedure details: A mixture of ±(3R*, 5S*) 3-carboxy-11-(2,4-dichlorophenyl)-3,5-dihydroxyundecanoic acid, disodium salt (11.8 g, 25.1 mmol), aqueous HCl (3M, 200 ml), and tetrahydrofuran (200 ml) was heated at 60° C. for 6 h, then cooled. Most of the tetrahydrofuran was removed under vacuum. The residual mixture was diluted with water, and extracted with ether. The extracts were washed with water, saturated aqueous NaCl, and dried (MgSO4). The solvent was removed under vacuum, and the residue recrystallised (eth... Starting materials: C1(=CC=CC=C1)CC(=O)N (2-phenylacetamide), C1(=CC=CC=C1)CCC=O (3-phenylpropanal), C1(=CC=CC=C1)CC(NC(CC1=CC=CC=C1)=O)NC(CC1=CC=CC=C1)=O (N,N′-(2-Phenylethane-1,1-diyl)bis(2-phenylacetamide)). Yields the product C1(=CC=CC=C1)CCC(NC(CC1=CC=CC=C1)=O)NC(CC1=CC=CC=C1)=O (N,N′-(3-Phenylpropane-1,1-diyl)bis(2-phenylacetamide)). The yield is 92.0%. Reaction SMILES: [C:1]1([CH2:7]C(N)=O)[CH:6]=[CH:5][CH:4]=[CH:3][CH:2]=1.C1(CCC=O)C=CC=CC=1.C1([CH2:27][CH:28]([NH:39][C:40](=[O:48])[CH2:41][C:42]2[CH:47]=[CH:46][CH:45]=[CH:44][CH:43]=2)[NH:29][C:30](=[O:38])[CH2:31][C:32]2[CH:37]=[CH:36][CH:35]=[CH:34][CH:33]=2)C=CC=CC=1>>[C:1]1([CH2:7][CH2:27][CH:28]([NH:39][C:40](=[O:48])[CH2:41][C:42]2[CH:47]=[CH:46][CH:45]=[CH:44][CH:43]=2)[NH:29][C:30](=[O:38])[CH2:31][C:32]2[CH:33]=[CH:34][CH:35]=[CH:36][CH:37]=2)[CH:6]=[CH:5][CH:4]=[CH:3][CH:2]=1. Reported procedure: Compound 45 was prepared from 2-phenylacetamide and 3-phenylpropanal using the procedure for compound 44. Yield: 92%. 1HNMR (400 MHz, DMSO-d6) δ 8.45 (d, J=7.6 Hz, 2H), 7.10-7.31 (m, 15H), 5.26 (t, J=7.6 Hz, 1H), 3.38-3.46 (m, 4H), 2.47-2.53 (m, 2H), 1.88-1.94 (m, 2H). LCMS (ESI): m/z 387.3 (M+H)+. Reactants: COC=1C=C2C(=CC=NC2=CC1OC)OC1=CC=C(N)C=C1 (4-[(6,7-Dimethoxy-4-quinolyl)oxy]aniline), ClC(Cl)(OC(OC(Cl)(Cl)Cl)=O)Cl (triphosgene), C([O-])(O)=O.[Na+] (sodium bicarbonate), CN1CC(CCC1)O (1-methyl-3-piperidinol). Solvent: C(C)N(CC)CC (triethylamine), C1(=CC=CC=C1)C (toluene), C(Cl)Cl (methylene chloride). The product is COC=1C=C2C(=CC=NC2=CC1OC)OC1=CC=C(C=C1)NC(OC1CN(CCC1)C)=O (1-Methyl-3-piperidyl N-{4-[(6,7-dimethoxy-4-quinolyl)oxy]phenyl}carbamate). Yield: 31.2%. Reaction SMILES: [CH3:1][O:2][C:3]1[CH:4]=[C:5]2[C:10](=[CH:11][C:12]=1[O:13][CH3:14])[N:9]=[CH:8][CH:7]=[C:6]2[O:15][C:16]1[CH:22]=[CH:21][C:19]([NH2:20])=[CH:18][CH:17]=1.Cl[C:24](Cl)([O:26][C:27](=[O:33])OC(Cl)(Cl)Cl)Cl.[CH3:35][N:36]1[CH2:41]C[CH2:39][CH:38](O)[CH2:37]1.C(=O)(O)[O-].[Na+]>C(Cl)Cl.C(N(CC)CC)C.C1(C)C=CC=CC=1>[CH3:1][O:2][C:3]1[CH:4]=[C:5]2[C:10](=[CH:11][C:12]=1[O:13][CH3:14])[N:9]=[CH:8][CH:7]=[C:6]2[O:15][C:16]1[CH:22]=[CH:21][C:19]([NH:20][C:27](=[O:33])[O:26][CH:24]2[CH2:39][CH2:38][CH2:37][N:36]([CH3:41])[CH2:35]2)=[CH:18][CH:17]=1 |f:3.4|. Procedure: 4-[(6,7-Dimethoxy-4-quinolyl)oxy]aniline (50 mg) was added to toluene (5 ml) and triethylamine (0.5 ml), and the mixture was heated under reflux to prepare a solution. A solution of triphosgene (77 mg) in methylene chloride was then added thereto, and the mixture was heated under reflux for 10 min. Next, 1-methyl-3-piperidinol (30 mg) was added thereto, and the mixture was further stirred with heating under reflux for 3 hr. A saturated aqueous sodium bicarbonate solution was added to stop the re... The reactants are ClC=1N=C2C(=C(C=NC2=CC1)C(C)=O)N[C@@H]1CC[C@H](CC1)CN(C)C (1-(6-chloro-4-{trans-4-[(dimethylamino)methyl]cyclohexyl amino}-1,5-naphthyridin-3-yl)ethanone), ClC1=C(C(=CC(=C1)B1OC(C(O1)(C)C)(C)C)OC)O (2-chloro-6-methoxy-4-(4,4,5,5-tetramethyl-1,3,2-dioxaborolan-2-yl)phenol), C1(=C(C(=C(C(=C1F)F)F)N)F)N.Cl.Cl (dihydrochloride). Product: Cl.Cl.ClC=1C=C(C=C(C1O)OC)C=1N=C2C(=C(C=NC2=CC1)C(C)=O)N[C@@H]1CC[C@H](CC1)CN(C)C (1-(6-(3-Chloro-4-hydroxy-5-methoxyphenyl)-4-{trans-4-[(dimethylamino)methyl]cyclohexyl-amino}-1,5-naphthyridin-3-yl)ethanone dihydrochloride). Isolated yield 58.9%. As a reaction SMILES: [Cl:1][C:2]1[N:3]=[C:4]2[C:9](=[CH:10][CH:11]=1)[N:8]=[CH:7][C:6]([C:12](=[O:14])[CH3:13])=[C:5]2[NH:15][C@H:16]1[CH2:21][CH2:20][C@H:19]([CH2:22][N:23]([CH3:25])[CH3:24])[CH2:18][CH2:17]1.[Cl:26][C:27]1[CH:32]=[C:31](B2OC(C)(C)C(C)(C)O2)[CH:30]=[C:29]([O:42][CH3:43])[C:28]=1[OH:44].C1(N)C(F)=C(F)C(F)=C(N)C=1F.Cl.Cl>>[ClH:1].[ClH:26].[Cl:26][C:27]1[CH:32]=[C:31]([C:2]2[N:3]=[C:4]3[C:9](=[CH:10][CH:11]=2)[N:8]=[CH:7][C:6]([C:12](=[O:14])[CH3:13])=[C:5]3[NH:15][C@H:16]2[CH2:17][CH2:18][C@H:19]([CH2:22][N:23]([CH3:24])[CH3:25])[CH2:20][CH2:21]2)[CH:30]=[C:29]([O:42][CH3:43])[C:28]=1[OH:44] |f:2.3.4,5.6.7|. Procedure: Following general procedure II, 1-(6-chloro-4-{trans-4-[(dimethylamino)methyl]cyclohexyl amino}-1,5-naphthyridin-3-yl)ethanone (20 mg, 0.055 mmol) was reacted with 2-chloro-6-methoxy-4-(4,4,5,5-tetramethyl-1,3,2-dioxaborolan-2-yl)phenol (28 mg, 1.0 mmol) followed by formation of the dihydrochloride salt to afford the desired product (18 mg, 59%) as a yellow solid: 1H NMR (500 MHz, CD3OD) δ 9.13 (s, 1H), 8.49 (d, J=8.9 Hz, 1H), 8.32 (d, J=9.1 Hz, 1H), 7.81 (d, J=2.1 Hz, 1H), 7.58 (d, J=2.1 Hz, 1H... Reactants: CC(=O)O, CC(=O)C1=C(C)C=CCC1(C)C, C, CC=O. The product is CC1=C(C(=O)CC(C)O)C(C)(C)CC=C1. RXN SMILES: [CH3:17][C:18](=[O:19])[OH:20].[CH3:1][C:2]1=[C:3]([C:10]([CH3:11])=[O:12])[C:4]([CH3:8])([CH3:9])[CH2:5][CH:6]=[CH:7]1.[CH4:13].[CH:14]([CH3:15])=[O:16]>>[CH3:1][C:2]1=[C:3]([C:10]([CH2:11][CH:14]([CH3:15])[OH:16])=[O:12])[C:4]([CH3:8])([CH3:9])[CH2:5][CH:6]=[CH:7]1. The reactants are CCO, CNNC, S=C=Nc1ccc(Cl)cc1, Cl, Cl, [Na+], [OH-], O. RXN SMILES: [CH3:20][CH2:21][OH:22].[CH3:5][NH:6][NH:7][CH3:8].[Cl:9][c:10]1[cH:11][cH:12][c:13]([N:16]=[C:17]=[S:18])[cH:14][cH:15]1.[ClH:3].[ClH:4].[Na+:2].[OH-:1].[OH2:19]>>[CH3:5][N:6]([NH:7][CH3:8])[C:17]([NH:16][c:13]1[cH:12][cH:11][c:10]([Cl:9])[cH:15][cH:14]1)=[S:18]. Yields the product CNN(C)C(=S)Nc1ccc(Cl)cc1. The reactants are C(Br)(Br)(Br)Br (CBr4), C1=CC=C(C=C1)P(C2=CC=CC=C2)C3=CC=CC=C3 (PPh3), C(=O)(OC(C)(C)C)NCC(=O)O (Boc-Glycine), C(=O)=C1N=CC=N1 (carbonyl imidazole), C(C)(=O)NN (acetic hydrazide). Run in C(Cl)Cl (CH2Cl2). Run at time 30 minute. Product: CC1=NN=C(O1)CNC(OC(C)(C)C)=O (tert-butyl (5-methyl-1,3,4-oxadiazol-2-yl)methylcarbamate). Isolated yield 107.9%. As a reaction SMILES: [C:1]([NH:8][CH2:9][C:10]([OH:12])=O)([O:3][C:4]([CH3:7])([CH3:6])[CH3:5])=[O:2].C(=C1N=CC=N1)=O.[C:20]([NH:23][NH2:24])(=O)[CH3:21].C(Br)(Br)(Br)Br.C1C=CC(P(C2C=CC=CC=2)C2C=CC=CC=2)=CC=1>C(Cl)Cl>[CH3:21][C:20]1[O:12][C:10]([CH2:9][NH:8][C:1](=[O:2])[O:3][C:4]([CH3:5])([CH3:6])[CH3:7])=[N:24][N:23]=1. Procedure details: To a stirred solution of Boc-Glycine (1.75 g, 10.0 mmol) in CH2Cl2 at 0° C. was added carbonyl imidazole (1.7 g, 10.5 mmol) and the reaction was stirred for 30 min and then acetic hydrazide (740 mg, 10.0 mmol) was added. After 45 min, CBr4 (6.63 g, 20.0 mmol) and PPh3 (5.25 g, 20.0 mmol) were added and the reaction was stirred overnight at room temperature. The reaction mixture was concentrated partially and chromatographed (50% EtOAc in hexanes) to provide 2.3 g of tert-butyl (5-methyl-1,3,4-ox...